This data is from the Open Reaction Database (ORD), a public repository of structured organic reaction records. The task is: describe an organic reaction: reactants, conditions, products, and yield Starting materials: COC1(C[C@H](NC1)C(=O)O)OC (4,4-Dimethoxy-L-proline), C(C)(=O)CCC(=S)Cl (3-acetylthiopropionyl chloride), SCC(C(=O)N1CC2(C(CCC2=O)=O)C[C@H]1C(=O)O)SC ((8S)-7-(3-Mercapto-2-methylthio-1-oxopropyl)-1,4-dioxo-7-azaspiro[4.4]nonane-8-carboxylic acid). Product: C(C)(=O)SCCC(=O)N1[C@H](C(=O)O)CC(C1)(OC)OC (1-[3-(acetylthio)-1-oxopropyl]-4,4-dimethoxy-L-proline). As a reaction SMILES: [CH3:1][O:2][C:3]1([O:11][CH3:12])[CH2:7][NH:6][C@H:5]([C:8]([OH:10])=[O:9])[CH2:4]1.[C:13](CCC(Cl)=S)(=[O:15])[CH3:14].[SH:21][CH2:22][CH:23](SC)[C:24](N1[C@H](C(O)=O)CC2(C(=O)CCC2=O)C1)=[O:25]>>[C:13]([S:21][CH2:22][CH2:23][C:24]([N:6]1[CH2:7][C:3]([O:11][CH3:12])([O:2][CH3:1])[CH2:4][C@H:5]1[C:8]([OH:10])=[O:9])=[O:25])(=[O:15])[CH3:14]. Procedure details: 4,4-Dimethoxy-L-proline is reacted with 3-acetylthiopropionyl chloride according to the procedure of Example 3 (d) to yield 1-[3-(acetylthio)-1-oxopropyl]-4,4-dimethoxy-L-proline.